This data is from the Open Reaction Database (ORD), a public repository of structured organic reaction records. The task is: describe an organic reaction: reactants, conditions, products, and yield Reactants: ClC1=C(C=C2CCNC2=C1)CCC (6-Chloro-5-propylindoline), N1=CC(=CC=C1)N=C=O (3-pyridylisocyanate). The product is ClC1=C(C=C2CCN(C2=C1)C(NC=1C=NC=CC1)=O)CCC (6-Chloro-5-propyl-1-(3-pyridylcarbamoyl)indoline). RXN SMILES: [Cl:1][C:2]1[CH:10]=[C:9]2[C:5]([CH2:6][CH2:7][NH:8]2)=[CH:4][C:3]=1[CH2:11][CH2:12][CH3:13].[N:14]1[CH:19]=[CH:18][CH:17]=[C:16]([N:20]=[C:21]=[O:22])[CH:15]=1>>[Cl:1][C:2]1[CH:10]=[C:9]2[C:5]([CH2:6][CH2:7][N:8]2[C:21](=[O:22])[NH:20][C:16]2[CH:15]=[N:14][CH:19]=[CH:18][CH:17]=2)=[CH:4][C:3]=1[CH2:11][CH2:12][CH3:13]. Procedure: 6-Chloro-5-propylindoline (D54) (57 mg, 0.3 mmol) was treated with 3-pyridylisocyanate as in the procedure described in Example 1. The crude product was recrystallised from ethanol/diethyl ether to give the title compound as a white crystalline solid m.p. =218°-220° C. Reactants: BrC1=CC(=CC=C1)Br (1,3-dibromo-benzene), COC1=NC=CC=C1B(O)O (2-methoxy-3-pyridineboronic acid). Product: BrC=1C=C(C=CC1)C=1C(=NC=CC1)OC (3-(3-Bromo-phenyl)-2-methoxy-pyridine). Reaction SMILES: Br[C:2]1[CH:7]=[CH:6][CH:5]=[C:4]([Br:8])[CH:3]=1.[CH3:9][O:10][C:11]1[C:16](B(O)O)=[CH:15][CH:14]=[CH:13][N:12]=1>>[Br:8][C:4]1[CH:3]=[C:2]([C:16]2[C:11]([O:10][CH3:9])=[N:12][CH:13]=[CH:14][CH:15]=2)[CH:7]=[CH:6][CH:5]=1. Procedure details: Prepared according to the procedure described in Example 42, Step 2, using 1,3-dibromo-benzene and 2-methoxy-3-pyridineboronic acid. The reactants are [Na+], [OH-], O, CCOC(=O)c1cnc2cccnc2c1O. Product: O=C(O)c1cnc2cccnc2c1O. Reaction SMILES: [Na+:2].[OH-:1].[OH2:19].[OH:3][c:4]1[c:5]([C:14](=[O:15])[O:16][CH2:17][CH3:18])[cH:6][n:7][c:8]2[cH:9][cH:10][cH:11][n:12][c:13]12>>[OH:3][c:4]1[c:5]([C:14](=[O:15])[OH:16])[cH:6][n:7][c:8]2[cH:9][cH:10][cH:11][n:12][c:13]12. Starting materials: NC=1N=CNC(C1NC(C)=O)=O (N-(4-amino-6-oxo-1,6-dihydropyrimidin-5-yl)acetamide), P(=O)(Cl)(Cl)Cl (phosphorus oxychloride). Yields the product ClC1=C2N=C(NC2=NC=N1)C (6-chloro-8-methyl-9H-purine). Isolated yield 6.0%. As a reaction SMILES: [NH2:1][C:2]1[N:3]=[CH:4][NH:5][C:6](=O)[C:7]=1[NH:8][C:9](=O)[CH3:10].P(Cl)(Cl)([Cl:15])=O>>[Cl:15][C:6]1[N:5]=[CH:4][N:3]=[C:2]2[C:7]=1[N:8]=[C:9]([CH3:10])[NH:1]2. Procedure: A solution of N-(4-amino-6-oxo-1,6-dihydropyrimidin-5-yl)acetamide (330 mg, 1.92 mmol, 1.00 equiv, 98%) in phosphorus oxychloride (5 mL) was refluxed overnight. The resulting mixture was concentrated under vacuum. The residue was redissolved in 10 mL of ethyl acetate, washed with 10 mL of saturated aqueous sodium bicarbonate solution, 1×10 mL of water and 1×10 mL of brine. The organic layer was dried over anhydrous sodium sulfate and concentrated under vacuum to give 20 mg (6%) of 6-chloro-8-met... The reactants are BrCC1CCOCC1, O=C([O-])[O-], CCOC(=O)c1cc(O)cc(OCc2nc3ccccc3c(OCc3ccccc3)c2C)c1, [K+], [K+], CN(C)C=O. The product is CCOC(=O)c1cc(OCc2nc3ccccc3c(OCc3ccccc3)c2C)cc(OCC2CCOCC2)c1. Reaction SMILES: [Br:34][CH2:35][CH:36]1[CH2:37][CH2:38][O:39][CH2:40][CH2:41]1.[C:42](=[O:43])([O-:44])[O-:45].[CH2:1]([c:2]1[cH:3][cH:4][cH:5][cH:6][cH:7]1)[O:8][c:9]1[c:10]([CH3:33])[c:11]([CH2:19][O:20][c:21]2[cH:22][c:23]([C:24](=[O:25])[O:26][CH2:27][CH3:28])[cH:29][c:30]([OH:32])[cH:31]2)[n:12][c:13]2[cH:14][cH:15][cH:16][cH:17][c:18]12.[K+:46].[K+:47].[O:48]=[CH:49][N:50]([CH3:51])[CH3:52]>>[CH2:1]([c:2]1[cH:3][cH:4][cH:5][cH:6][cH:7]1)[O:8][c:9]1[c:10]([CH3:33])[c:11]([CH2:19][O:20][c:21]2[cH:22][c:23]([C:24](=[O:25])[O:26][CH2:27][CH3:28])[cH:29][c:30]([O:32][CH2:35][CH:36]3[CH2:37][CH2:38][O:39][CH2:40][CH2:41]3)[cH:31]2)[n:12][c:13]2[cH:14][cH:15][cH:16][cH:17][c:18]12. The reactants are S(O)(O)(=O)=O (sulphuric acid), O1CC1 (oxirane), FC(C=1C=C(C=CC1)CCBr)(F)F (2-(3-trifluoromethylphenyl)-ethyl bromide), [Mg] (magnesium). Solvent: C(C)OCC (diethyl ether), C(C)OCC (diethyl ether). Reaction conditions: time 1 hour. Yields the product FC(C=1C=C(C=CC1)CCCCO)(F)F (4-(3-trifluoromethylphenyl)-butan-1-ol). The yield is 75.3%. Reaction SMILES: [O:1]1[CH2:3][CH2:2]1.[F:4][C:5]([F:16])([F:15])[C:6]1[CH:7]=[C:8]([CH2:12][CH2:13]Br)[CH:9]=[CH:10][CH:11]=1.[Mg].S(=O)(=O)(O)O>C(OCC)C>[F:4][C:5]([F:15])([F:16])[C:6]1[CH:7]=[C:8]([CH2:12][CH2:13][CH2:3][CH2:2][OH:1])[CH:9]=[CH:10][CH:11]=1. Procedure details: 5.5 g of oxirane in 20 ml of diethyl ether are added dropwise, at about 0° C., to a Grignard solution prepared from 28.5 g of 2-(3-trifluoromethylphenyl)-ethyl bromide and 2.9 g of magnesium in 200 ml of diethyl ether. After stirring the mixture for 1 hour and adding 100 ml of 10% strength sulphuric acid, it is extracted with diethyl ether and the residue is distilled. About 18.5 g of 4-(3-trifluoromethylphenyl)-butan-1-ol are obtained and are dissolved in 70 ml of toluene, 16 g of p-toluenesulp... Reactants: ClC=1C=CC(=C2N3C(=NC21)N(CCC3)C3=C(C=C(C=C3)OC)Cl)C(=O)OC (methyl 9-chloro-1-(2-chloro-4-methoxyphenyl)-1,2,3,4-tetrahydropyrimido[1,2-a]benzimidazole-6-carboxylate), [BH4-].[Li+] (lithium tetrahydroborate), [BH4-].[Li+] (lithium tetrahydroborate). Solvent: O1CCCC1 (tetrahydrofuran). Run at time 17 hour. Product: ClC1=CC=C(C=2N3C(=NC21)N(CCC3)C3=C(C=C(C=C3)OC)Cl)CO ([9-Chloro-1-(2-chloro-4-methoxyphenyl)-1,2,3,4-tetrahydropyrimido[1,2-a]benzimidazol-6-yl]methanol). Isolated yield 25.4%. Reaction SMILES: [Cl:1][C:2]1[CH:3]=[CH:4][C:5]([C:24](OC)=[O:25])=[C:6]2[C:10]=1[N:9]=[C:8]1[N:11]([C:15]3[CH:20]=[CH:19][C:18]([O:21][CH3:22])=[CH:17][C:16]=3[Cl:23])[CH2:12][CH2:13][CH2:14][N:7]21.[BH4-].[Li+]>O1CCCC1>[Cl:1][C:2]1[C:10]2[N:9]=[C:8]3[N:11]([C:15]4[CH:20]=[CH:19][C:18]([O:21][CH3:22])=[CH:17][C:16]=4[Cl:23])[CH2:12][CH2:13][CH2:14][N:7]3[C:6]=2[C:5]([CH2:24][OH:25])=[CH:4][CH:3]=1 |f:1.2|. Reported procedure: To a solution of methyl 9-chloro-1-(2-chloro-4-methoxyphenyl)-1,2,3,4-tetrahydropyrimido[1,2-a]benzimidazole-6-carboxylate (694.5 mg, 1.50 mmol) in tetrahydrofuran (4.0 mL) was added lithium tetrahydroborate (35.7 mg, 1.641 mmol) at 0° C. The reaction mixture was stirred at room temperature for 17 hrs. The starting material wasn't consumed completely. To the reaction mixture was added lithium tetrahydroborate (35.7 mg, 1.641 mmol) at 0° C. The reaction mixture was stirred at room temperature for... Reactants: CI (methyl iodide), C([O-])([O-])=O.[Li+].[Li+] (lithium carbonate), OC=1C=C(C=O)C=CC1O (3,4-Dihydroxybenzaldehyde). Run in CN(C)C=O (DMF). Run at temperature 90 celsius, time 1.5 hour. Yields the product OC=1C=C(C=O)C=CC1OC (3-Hydroxy-4-methoxybenzaldehyde). Isolated yield 82.2%. Reaction SMILES: [OH:1][C:2]1[CH:3]=[C:4]([CH:7]=[CH:8][C:9]=1[OH:10])[CH:5]=[O:6].CI.[C:13](=O)([O-])[O-].[Li+].[Li+]>CN(C=O)C>[OH:1][C:2]1[CH:3]=[C:4]([CH:7]=[CH:8][C:9]=1[O:10][CH3:13])[CH:5]=[O:6] |f:2.3.4|. Reported procedure: 3,4-Dihydroxybenzaldehyde (2.76 g, 20 mmol) was dissolved in DMF (15 ml), and methyl iodide (37.4 ml, 60 mmol) and anhydrous lithium carbonate (4.4 g, 60 mmol) were successively added to this solution. After being stirred at an external temperature of 90° C. for 1.5 hours, the reaction mixture was cooled to room temperature and the inorganic salt was filtered off. A saturated aqueous solution of ammonium chloride (200 ml) was added to the filtrate to adjust the aqueous layer to a pH of from 7 to...